This data is from the Open Reaction Database (ORD), a public repository of structured organic reaction records. The task is: describe an organic reaction: reactants, conditions, products, and yield The reactants are Cl (HCl), C(=C)N1C(CCC1)=O (N-vinylpyrrolidone). Yields the product N1(C(CCC1)=O)C=CC(C)N1C(CCC1)=O (1,3-Bis-(1-pyrrolidonyl)Butene). As a reaction SMILES: Cl.[CH:2]([N:4]1[CH2:8][CH2:7][CH2:6][C:5]1=[O:9])=[CH2:3]>>[N:4]1([CH:2]=[CH:3][CH:2]([N:4]2[CH2:8][CH2:7][CH2:6][C:5]2=[O:9])[CH3:3])[CH2:8][CH2:7][CH2:6][C:5]1=[O:9]. Procedure: A stream of HCl gas was passed through a capillary into 25 g of N-vinylpyrrolidone, which had been purified by crystallization, under nitrogen for 10 sec. The mixture was stored at 0° C. under a nitrogen atmosphere overnight, during which slow crystallization started. 10 ml of ether were added to complete the crystallization. 1,3-Bis-(1-pyrrolidonyl)butene crystallized in clusters of needles. The product was recrystallized from ether/acetone (1/5). The reactants are CCC(NC(=O)C(CC(C)(C)C)NC(=O)OC(C)(C)C)C(=O)NCc1cc(Cl)ccc1-n1cncn1, ClCCl, O=C(O)C(F)(F)F. Product: O=C(O)C(F)(F)F, CCC(NC(=O)C(N)CC(C)(C)C)C(=O)NCc1cc(Cl)ccc1-n1cncn1. As a reaction SMILES: [C:1]([O:2][C:3](=[O:4])[NH:8][CH:9]([CH2:10][C:11]([CH3:12])([CH3:13])[CH3:14])[C:15](=[O:16])[NH:17][CH:18]([CH2:19][CH3:20])[C:21](=[O:22])[NH:23][CH2:24][c:25]1[c:26](-[n:32]2[n:33][cH:34][n:35][cH:36]2)[cH:27][cH:28][c:29]([Cl:31])[cH:30]1)([CH3:5])([CH3:6])[CH3:7].[Cl:44][CH2:45][Cl:46].[F:37][C:38]([C:39](=[O:40])[OH:41])([F:42])[F:43]>>[F:37][C:38]([C:39](=[O:40])[OH:41])([F:42])[F:43].[NH2:8][CH:9]([CH2:10][C:11]([CH3:12])([CH3:13])[CH3:14])[C:15](=[O:16])[NH:17][CH:18]([CH2:19][CH3:20])[C:21](=[O:22])[NH:23][CH2:24][c:25]1[c:26](-[n:32]2[n:33][cH:34][n:35][cH:36]2)[cH:27][cH:28][c:29]([Cl:31])[cH:30]1. The solvent is CN(C)C=O (DMF), O (water). Yields the product C1(=CC=CC=C1)C1=CC=CC(=N1)C(=O)O (6-Phenylpicolinic acid). Reaction SMILES: Br[C:2]1[N:7]=[C:6]([C:8]([OH:10])=[O:9])[CH:5]=[CH:4][CH:3]=1.[C:11]1(B(O)O)[CH:16]=[CH:15][CH:14]=[CH:13][CH:12]=1.C(=O)([O-])[O-].[Cs+].[Cs+]>CN(C=O)C.O>[C:11]1([C:2]2[N:7]=[C:6]([C:8]([OH:10])=[O:9])[CH:5]=[CH:4][CH:3]=2)[CH:16]=[CH:15][CH:14]=[CH:13][CH:12]=1 |f:2.3.4|. Run at temperature 110 celsius. Yield: 17.6%. Reported procedure: A mixture of 6-bromopicolinic acid (2.02 g, 10 mmol), phenyboronic acid (1.22 g, 10 mmol), cesium carbonate (5.00 g) and PdCl2 [(t-Bu)2P(OH)]2 (70 mg, CombiPhos Catalysts, Inc. Princeton, N.J.) in DMF (20 mL) and water (3 mL) was purged with Ar-gas and heated at 110° C. for 24 h. The reaction was incomplete and did not progress further. To the reaction mixture were added EtOAc (200 mL) and 1 N aq. HCl (40 mL). The EtOAc layer was separated, and the aqueous layer was washed with EtOAc (150 mL). T... The reactants are BrC1=CC=CC(=N1)C(=O)O (6-bromopicolinic acid), C1(=CC=CC=C1)B(O)O (phenyboronic acid), C([O-])([O-])=O.[Cs+].[Cs+] (cesium carbonate), PdCl2 [(t-Bu)2P(OH)]2. Starting materials: O=C([O-])O, CC(=O)OC(C)=O, Cc1ccc2c(c1)C(=O)C(=O)N2, Cc1ccccc1, [H-], [Na+], [Na+]. Yields the product CC(=O)N1C(=O)C(=O)c2cc(C)ccc21. Reaction SMILES: [C:22](=[O:23])([OH:24])[O-:25].[CH3:15][C:16](=[O:17])[O:18][C:19](=[O:20])[CH3:21].[CH3:1][c:2]1[cH:3][c:4]2[c:8]([cH:9][cH:10]1)[NH:7][C:6](=[O:11])[C:5]2=[O:12].[CH3:27][c:28]1[cH:29][cH:30][cH:31][cH:32][cH:33]1.[H-:13].[Na+:14].[Na+:26]>>[CH3:1][c:2]1[cH:3][c:4]2[c:8]([cH:9][cH:10]1)[N:7]([C:16]([CH3:15])=[O:17])[C:6](=[O:11])[C:5]2=[O:12]. The reactants are [H-].[Na+] (NaH), CN(C=O)C (N, N-dimethylformamide), BrCCCCCCCCCCCCCCCC (1-Bromohexadecane), CN(C=O)C (DMF), CC1(OCC(O1)CO)C (Solketal), CN(C=O)C (DMF). Reaction conditions: time 72 hour. The product is C(\C=C/C=CC=CC=CC=CC=CCCCCCCCCC)(=O)OC(COCCCCCCCCCCCCCCCC)CO (cis-(±)-2-O-Docosahexaenoyl-1-O-hexadecylglycerol). Isolated yield 57.0%. Reaction SMILES: [H-].[Na+].C[C:4]1([CH3:11])[O:8][CH:7]([CH2:9][OH:10])C[O:5]1.Br[CH2:13][CH2:14][CH2:15][CH2:16][CH2:17][CH2:18][CH2:19][CH2:20][CH2:21][CH2:22][CH2:23][CH2:24][CH2:25][CH2:26][CH2:27][CH3:28].CN(C)[CH:31]=[O:32]>>[C:4]([O:8][CH:7]([CH2:31][OH:32])[CH2:9][O:10][CH2:28][CH2:27][CH2:26][CH2:25][CH2:24][CH2:23][CH2:22][CH2:21][CH2:20][CH2:19][CH2:18][CH2:17][CH2:16][CH2:15][CH2:14][CH3:13])(=[O:5])/[CH:11]=[CH:28]\[CH:27]=[CH:26][CH:25]=[CH:24][CH:23]=[CH:22][CH:21]=[CH:20][CH:19]=[CH:18][CH2:17][CH2:16][CH2:15][CH2:14][CH2:13][CH2:13][CH2:14][CH2:15][CH3:16] |f:0.1|. Procedure: To NaH (1.85 g, 60% dispersed in mineral oil) under argon was added anhydrous N, N-dimethylformamide (DMF, 30 mL) at RT. Solketal (2.20 g, 16.7 mmol) in 10 mL anhydrous DMF was then added dropwise with constant stirring. 1-Bromohexadecane (5.10 g, 16.7 mmol), dissolved in anhydrous DMF (20 mL) was then added to the reaction mixture dropwise and stirred for 72 hours. The reaction was quenched by adding about 5 mL of methanol. It was then poured into cold ice water (100 mL) and extracted with hexa... The reactants are [OH-].[K+] (Potassium hydroxide), [Na] (Sodium), C(C)(=O)C1=CCCCC1 (1-Acetyl-1-cyclohexene), CC(C(=O)OCC)C(=O)OCC (diethyl methylmalonate). Solvent: O (water), C(C)O (ethanol). Run at time 30 minute. Product: CC1C(CC(C2CCCCC12)=O)=O (4a,5,6,7,8,8a -hexahydro-4-methylnaphthalene-1,3(2H,4H)-dione). As a reaction SMILES: [Na].C[CH:3]([C:9]([O:11]CC)=O)[C:4]([O:6]CC)=O.[C:14]([C:17]1[CH2:22][CH2:21][CH2:20][CH2:19][CH:18]=1)(=O)[CH3:15].[OH-].[K+]>C(O)C.O>[CH3:15][CH:14]1[CH:17]2[CH:18]([CH2:19][CH2:20][CH2:21][CH2:22]2)[C:4](=[O:6])[CH2:3][C:9]1=[O:11] |f:3.4,^1:0|. Procedure: Sodium metal (2.31 g, 101.0 mmol) is dissolved in 50 ml of ethanol, and diethyl methylmalonate (17.6 g, 101.0 mmol) is added, after which the mixture is stirred for approx. 30 min. under reflux. 1-Acetyl-1-cyclohexene (12.50 g, 101.0 mmol) is added and the mixture is stirred under reflux overnight. Potassium hydroxide (12.47 g, 222.2 mmol) dissolved in 40 ml of water is added and the mixture is heated under reflux for 4 hr. The ethanol is removed by rotary evaporation, and the residue is dissolv... Starting materials: C(C)OP(OCC)(=O)C=CC1CC2C(OC(O2)(C)C)O1 ([2-(2,2-Dimethyl-tetrahydro-furo[2,3-d][1,3]dioxol-5-yl)-vinyl]-phosphonic acid diethyl ester), Cl (HCl), C(=O)(O)[O-].[Na+] (NaHCO3), CC(=O)C (acetone). Run in CC#N (MeCN). Run at time 8 hour. The product is C(C)OP(OCC)(=O)C=CC1OC(C(C1)O)O ([2-(4,5-Dihydroxy-tetrahydro-furan-2-yl)-vinyl]phosphonic acid diethyl ester). Isolated yield 111.8%. As a reaction SMILES: [CH2:1]([O:3][P:4]([CH:9]=[CH:10][CH:11]1[O:20][CH:14]2[O:15]C(C)(C)[O:17][CH:13]2[CH2:12]1)(=[O:8])[O:5][CH2:6][CH3:7])[CH3:2].Cl.CC(C)=O.C([O-])(O)=O.[Na+]>CC#N>[CH2:1]([O:3][P:4]([CH:9]=[CH:10][CH:11]1[CH2:12][CH:13]([OH:17])[CH:14]([OH:15])[O:20]1)(=[O:8])[O:5][CH2:6][CH3:7])[CH3:2] |f:3.4|. Procedure: Compound 9.6 (3.6 g, 11.76 mmol) in MeCN (40 mL) was treated with 1 N HCl (10 mL) and stirred at 50° C. for 5 h with slow distillation of residual acetone. The solution was cooled to ambient temperature and treated with NaHCO3 (1.0 g) then concentrated in vacuo. The residue was lyophilized overnight and MeOH (20 mL) was added and the solution was filtered. The solution was then co-evaporated with MeCN to afford crude compound 9.7 (3.5 g, >100% yield). The reactants are CC1(C)Cc2cccc(COc3ccc(N)cn3)c2O1, CON(C)C(=O)Cl, c1ccncc1. Yields the product CON(C)C(=O)Nc1ccc(OCc2cccc3c2OC(C)(C)C3)nc1. RXN SMILES: [CH3:1][C:2]1([CH3:20])[O:3][c:4]2[c:5]([cH:7][cH:8][cH:9][c:10]2[CH2:11][O:12][c:13]2[n:14][cH:15][c:16]([NH2:19])[cH:17][cH:18]2)[CH2:6]1.[CH3:21][O:22][N:23]([C:24](=[O:25])[Cl:26])[CH3:27].[cH:28]1[cH:29][cH:30][n:31][cH:32][cH:33]1>>[CH3:1][C:2]1([CH3:20])[O:3][c:4]2[c:5]([cH:7][cH:8][cH:9][c:10]2[CH2:11][O:12][c:13]2[n:14][cH:15][c:16]([NH:19][C:24]([N:23]([O:22][CH3:21])[CH3:27])=[O:25])[cH:17][cH:18]2)[CH2:6]1. Starting materials: BrBr (Bromine), OCCNC1=CC(=NC2=CC=CC=C12)C (N-(2-hydroxyetyl)-2-methyl-4-quinolinamine). Run in C(C)(=O)O (acetic acid). Product: BrC=1C(=NC2=CC=CC=C2C1NCCO)C (3-Bromo-N-(2-hydroxyethyl)-2-methyl-4-quinolinamine). RXN SMILES: [Br:1]Br.[OH:3][CH2:4][CH2:5][NH:6][C:7]1[C:16]2[C:11](=[CH:12][CH:13]=[CH:14][CH:15]=2)[N:10]=[C:9]([CH3:17])[CH:8]=1>C(O)(=O)C>[Br:1][C:8]1[C:9]([CH3:17])=[N:10][C:11]2[C:16]([C:7]=1[NH:6][CH2:5][CH2:4][OH:3])=[CH:15][CH:14]=[CH:13][CH:12]=2. Procedure details: Bromine (15.6 g) was added dropwise to a solution of N-(2-hydroxyetyl)-2-methyl-4-quinolinamine (26 g) in 400 ml of acetic acid. A solid separated which after one hour of stirring was filtered and dissolved in 400 ml of water. The free base was precipitated by adding 20% KOH solution until pH became 10. The solid was filtered and recrystallized from isopropanol. The yield was 14.5 g, mp 154°-155° C. Starting materials: FC1=C(C(=O)O)C=CC(=C1F)O (2,3-difluoro-4-hydroxybenzoic acid), CO (methanol), S(=O)(Cl)Cl (thionyl chloride). Reaction conditions: time 16 hour. Yields the product FC1=C(C(=O)OC)C=CC(=C1F)O (methyl 2,3-difluoro-4-hydroxybenzoate). Yield: 62.0%. As a reaction SMILES: [F:1][C:2]1[C:10]([F:11])=[C:9]([OH:12])[CH:8]=[CH:7][C:3]=1[C:4]([OH:6])=[O:5].S(Cl)(Cl)=O.[CH3:17]O>>[F:1][C:2]1[C:10]([F:11])=[C:9]([OH:12])[CH:8]=[CH:7][C:3]=1[C:4]([O:6][CH3:17])=[O:5]. Procedure: To the 2,3-difluoro-4-hydroxybenzoic acid (800 mg, 5.1 mmol) dissolved in anhydrous methanol (50 mL) was added thionyl chloride (0.55 mL, 7.3 mmol). After stirring the solution at room temperature for 16 hours, the solvent was evaporated. The residue was taken up in ethyl acetate and washed with saturated aqueous sodium bicarbonate, water, brine, and dried over MgSO4 to give methyl 2,3-difluoro-4-hydroxybenzoate (540 mg, 62%).